Task: describe an organic reaction: reactants, conditions, products, and yield. Dataset: the Open Reaction Database (ORD), a public repository of structured organic reaction records Procedure details: 1-Butanol (40 mL, 400 mmol) was cooled in an ice bath and acetyl chloride was added dropwise until a concentration of 4N HCl was achieved. The mixture was warmed to room temperature. (2R,4R)-4-amino-5-biphenyl-4-yl-2-hydroxypentanoic acid ethyl ester (HCl salt; 250 mg, 710 μmol) was added to the acidified butanol (15 mL) and the mixture was capped and heated to 80° C. for 3 hours. The resulting product was dried under vacuum to yield the title compound as a white/orange flaky solid HCl salt (220... Reaction SMILES: [C:1]([Cl:4])(=O)[CH3:2].Cl.[CH2:6]([O:8][C:9](=[O:28])[C@H:10]([OH:27])[CH2:11][C@H:12]([NH2:26])[CH2:13][C:14]1[CH:19]=[CH:18][C:17]([C:20]2[CH:25]=[CH:24][CH:23]=[CH:22][CH:21]=2)=[CH:16][CH:15]=1)[CH3:7]>C(O)CCC>[CH2:6]([O:8][C:9](=[O:28])[C@H:10]([OH:27])[CH2:11][C@H:12]([NH2:26])[CH2:13][C:14]1[CH:15]=[CH:16][C:17]([C:20]2[CH:21]=[CH:22][CH:23]=[CH:24][CH:25]=2)=[CH:18][CH:19]=1)[CH2:7][CH2:1][CH3:2].[ClH:4]. The product is C(CCC)OC([C@@H](C[C@@H](CC1=CC=C(C=C1)C1=CC=CC=C1)N)O)=O ((2R,4R)-4-Amino-5-biphenyl-4-yl-2-hydroxypentanoic Acid Butyl Ester), Cl (HCl). Reactants: C(C)(=O)Cl (acetyl chloride), Cl (HCl), C(C)OC([C@@H](C[C@@H](CC1=CC=C(C=C1)C1=CC=CC=C1)N)O)=O ((2R,4R)-4-amino-5-biphenyl-4-yl-2-hydroxypentanoic acid ethyl ester). Solvent: C(CCC)O (butanol), C(CCC)O (1-Butanol).